From a dataset of the Open Reaction Database (ORD), a public repository of structured organic reaction records. describe an organic reaction: reactants, conditions, products, and yield Reactants: COCCOCCOCCOC (triglyme), [Cl-].[Na+] (sodium chloride), Cl (hydrochloric acid), BrC=1N=CC(=NC1)C(=O)OC(C)C (isopropyl 5-bromopyrazine-2-carboxylate), C[Si](C)(C)Br (TMSBr), BrC(C(=O)OCC)(F)F (ethyl bromodifluoroacetate). Reagents/catalysts: [Zn] (zinc), [Cu](Br)Br (Copper bromide). The solvent is C1(=CC=CC=C1)C (toluene), CC(=O)N(C)C (DMA). Conditions: temperature 70 celsius, time 1.5 hour. Yields the product C(C)OC(C(F)(F)C=1N=CC(=NC1)C(=O)OC(C)C)=O (isopropyl 5-(2-ethoxy-1,1-difluoro-2-oxoethyl)pyrazine-2-carboxylate). Reaction SMILES: COCCOCCOCCOC.C[Si](Br)(C)C.Br[C:19]([F:26])([F:25])[C:20]([O:22][CH2:23][CH3:24])=[O:21].Br[C:28]1[N:29]=[CH:30][C:31]([C:34]([O:36][CH:37]([CH3:39])[CH3:38])=[O:35])=[N:32][CH:33]=1.[Cl-].[Na+].Cl>CC(N(C)C)=O.[Zn].[Cu](Br)Br.C1(C)C=CC=CC=1>[CH2:23]([O:22][C:20](=[O:21])[C:19]([C:28]1[N:29]=[CH:30][C:31]([C:34]([O:36][CH:37]([CH3:39])[CH3:38])=[O:35])=[N:32][CH:33]=1)([F:26])[F:25])[CH3:24] |f:4.5|. Procedure: To a mixture of zinc powder (2.29 g, 0.035 mol) and triglyme (17.5 mL) was added TMSBr (0.45 mL, 0.004 mol) under nitrogen, and the mixture was stirred at 70° C. for 1.5 h. After the reaction mixture was cooled to room temperature, ethyl bromodifluoroacetate (5.41 mL, 0.042 mol) was added while maintaining the internal temperature at 22 to 27° C., and the mixture was stirred at 20° C. for 30 min and then cooled to 0° C. After addition of a solution of isopropyl 5-bromopyrazine-2-carboxylate (II,... Reactants: C[N+](C)(C)Cc1ccccc1, CC12CCCCC1O2, Cc1ccccc1, [Cl-], [Na+], O=c1ccc(-c2c(-c3ccccc3)nn3ccccc23)n[nH]1, [OH-], O. The product is CC1(O)CCCCC1n1nc(-c2c(-c3ccccc3)nn3ccccc23)ccc1=O. RXN SMILES: [CH2:35]([N+:36]([CH3:37])([CH3:38])[CH3:39])[c:40]1[cH:41][cH:42][cH:43][cH:44][cH:45]1.[CH3:23][C:24]12[CH:25]([CH2:26][CH2:27][CH2:28][CH2:29]1)[O:30]2.[CH3:46][c:47]1[cH:48][cH:49][cH:50][cH:51][cH:52]1.[Cl-:34].[Na+:32].[O:1]=[c:2]1[nH:3][n:4][c:5](-[c:8]2[c:9](-[c:17]3[cH:18][cH:19][cH:20][cH:21][cH:22]3)[n:10][n:11]3[c:12]2[cH:13][cH:14][cH:15][cH:16]3)[cH:6][cH:7]1.[OH-:31].[OH2:33]>>[O:1]=[c:2]1[n:3]([CH:25]2[C:24]([CH3:23])([OH:30])[CH2:29][CH2:28][CH2:27][CH2:26]2)[n:4][c:5](-[c:8]2[c:9](-[c:17]3[cH:18][cH:19][cH:20][cH:21][cH:22]3)[n:10][n:11]3[c:12]2[cH:13][cH:14][cH:15][cH:16]3)[cH:6][cH:7]1. Reactants: COC1=C(C(=O)C2=C(C(=O)O)C=CC=C2)C=C(C=C1)OC (2-(2' ,5'-Dimethoxybenzoyl) benzoic acid), ice. Solvent: S(O)(O)(=O)=O (sulfuric acid). Reaction conditions: time 20 minute. Yields the product COC1=CC=C(C=2C(C3=CC=CC=C3C(C12)=O)=O)OC (1,4-Dimethoxyanthraquinone). Reaction SMILES: [CH3:1][O:2][C:3]1[CH:19]=[CH:18][C:17]([O:20][CH3:21])=[CH:16][C:4]=1[C:5]([C:7]1[CH:15]=[CH:14][CH:13]=[CH:12][C:8]=1[C:9]([OH:11])=O)=[O:6]>S(=O)(=O)(O)O>[CH3:21][O:20][C:17]1[C:16]2[C:9](=[O:11])[C:8]3[C:7](=[CH:15][CH:14]=[CH:13][CH:12]=3)[C:5](=[O:6])[C:4]=2[C:3]([O:2][CH3:1])=[CH:19][CH:18]=1. Reported procedure: 2-(2' ,5'-Dimethoxybenzoyl)-benzoic acid (I) (3 g, 0.01 mole) is added in portions to stirred concentrated sulfuric acid (20 ml). After addition the mixture is heated on steam bath with constant stirring for 20 minutes, cooled to room temperature and poured onto crushed ice (400 g) and extracted with chloroform (3 × 100 ml). The organic extract is washed with 2% aqueous sodium hydroxide solution (10 × 100 ml) and water (100 ml), then dried over anhydrous sodium sulfate and the solvent stripped o... The reactants are N[C@H]1CC[C@H](CC1)C(=O)NCC1=CC=C(C(=O)OC)C=C1 (Methyl 4-({[(cis-4-aminocyclohexyl)carbonyl]amino}methyl)benzoate), ClC1=NC(=NC(=N1)Cl)NC[C@H](C)C1=CC=CC=C1 (4,6-dichloro-N-[(2R)-2-phenylpropyl]-1,3,5-triazin-2-amine), [OH-].[Na+] (NaOH). Conditions: temperature 40 celsius, time 30 minute. Product: ClC1=NC(=NC(=N1)NC[C@H](C)C1=CC=CC=C1)N[C@H]1CC[C@H](CC1)C(=O)NCC1=CC=C(C(=O)OC)C=C1 (methyl 4-{[({cis-4-[(4-chloro-6-{[(2R)-2-phenylpropyl]amino}-1,3,5-triazin-2-yl)amino]cyclohexyl}carbonyl)amino]methyl}benzoate). Reaction SMILES: [NH2:1][C@@H:2]1[CH2:7][CH2:6][C@H:5]([C:8]([NH:10][CH2:11][C:12]2[CH:21]=[CH:20][C:15]([C:16]([O:18][CH3:19])=[O:17])=[CH:14][CH:13]=2)=[O:9])[CH2:4][CH2:3]1.[Cl:22][C:23]1[N:28]=[C:27](Cl)[N:26]=[C:25]([NH:30][CH2:31][C@@H:32]([C:34]2[CH:39]=[CH:38][CH:37]=[CH:36][CH:35]=2)[CH3:33])[N:24]=1.[OH-].[Na+]>>[Cl:22][C:23]1[N:24]=[C:25]([NH:30][CH2:31][C@@H:32]([C:34]2[CH:39]=[CH:38][CH:37]=[CH:36][CH:35]=2)[CH3:33])[N:26]=[C:27]([NH:1][C@@H:2]2[CH2:7][CH2:6][C@H:5]([C:8]([NH:10][CH2:11][C:12]3[CH:21]=[CH:20][C:15]([C:16]([O:18][CH3:19])=[O:17])=[CH:14][CH:13]=3)=[O:9])[CH2:4][CH2:3]2)[N:28]=1 |f:2.3|. Reported procedure: Methyl 4-({[(cis-4-aminocyclohexyl)carbonyl]amino}methyl)benzoate (1.48 g, 3.67 mmol, 1.00 equiv) was added to the suspension prepared in step a. The resulting mixture was heated to 40° C. and treated with 1 N NaOH to maintain a pH of 9-10. The reaction mixture was stirred for 30 min and then used immediately in the next step without workup or purification. MS (ES+): m/e 537.1 [M+H]+. The reactants are [Cl-].[Li+] (Lithium chloride), FC(S(=O)(=O)OC1=CC(=C2OC=3C=CC(=CC3[C@@]3(C2=C1)N=C(OC3)N)C=3C(=NC=CC3)F)F)(F)F ((S)-2-amino-5′-fluoro-2′-(2-fluoropyridin-3-yl)-5H-spiro[oxazole-4,9′-xanthene]-7′-yl trifluoromethanesulfonate), C(CCC)[Sn](C1=NC=CC=N1)(CCCC)CCCC (2-(tributylstannyl)pyrimidine). Reagents/catalysts: C=1C=CC(=CC1)[P](C=2C=CC=CC2)(C=3C=CC=CC3)[Pd]([P](C=4C=CC=CC4)(C=5C=CC=CC5)C=6C=CC=CC6)([P](C=7C=CC=CC7)(C=8C=CC=CC8)C=9C=CC=CC9)[P](C=1C=CC=CC1)(C=1C=CC=CC1)C=1C=CC=CC1 (tetrakis(triphenylphosphine)palladium(0)), [Cu]I (copper(i) iodide). Solvent: CN(C)C=O (DMF). Reaction conditions: temperature 85 celsius. Product: FC1=CC(=CC=2[C@]3(C4=CC(=CC=C4OC12)C=1C(=NC=CC1)F)N=C(OC3)N)C3=NC=CC=N3 ((S)-4′-fluoro-7′-(2-fluoropyridin-3-yl)-2′-(pyrimidin-2-yl)-5H-spiro[oxazole-4,9′-xanthen]-2-amine). Yield: 46.2%. RXN SMILES: FC(F)(F)S(O[C:7]1[CH:20]=[C:19]2[C:10]([O:11][C:12]3[CH:13]=[CH:14][C:15]([C:26]4[C:27]([F:32])=[N:28][CH:29]=[CH:30][CH:31]=4)=[CH:16][C:17]=3[C@:18]32[CH2:24][O:23][C:22]([NH2:25])=[N:21]3)=[C:9]([F:33])[CH:8]=1)(=O)=O.C([Sn](CCCC)(CCCC)[C:41]1[N:46]=[CH:45][CH:44]=[CH:43][N:42]=1)CCC.[Cl-].[Li+]>C1C=CC([P]([Pd]([P](C2C=CC=CC=2)(C2C=CC=CC=2)C2C=CC=CC=2)([P](C2C=CC=CC=2)(C2C=CC=CC=2)C2C=CC=CC=2)[P](C2C=CC=CC=2)(C2C=CC=CC=2)C2C=CC=CC=2)(C2C=CC=CC=2)C2C=CC=CC=2)=CC=1.[Cu]I.CN(C=O)C>[F:33][C:9]1[C:10]2[O:11][C:12]3[C:17](=[CH:16][C:15]([C:26]4[C:27]([F:32])=[N:28][CH:29]=[CH:30][CH:31]=4)=[CH:14][CH:13]=3)[C@@:18]3([CH2:24][O:23][C:22]([NH2:25])=[N:21]3)[C:19]=2[CH:20]=[C:7]([C:41]2[N:42]=[CH:43][CH:44]=[CH:45][N:46]=2)[CH:8]=1 |f:2.3,^1:60,62,81,100|. Reported procedure: A microwave vial was charged with (S)-2-amino-5′-fluoro-2′-(2-fluoropyridin-3-yl)-5H-spiro[oxazole-4,9′-xanthene]-7′-yl trifluoromethanesulfonate (100 mg, 0.195 mmol), tetrakis(triphenylphosphine)palladium(0) (22.51 mg, 0.019 mmol), copper(i) iodide (3.71 mg, 0.019 mmol), 2-(tributylstannyl)pyrimidine (216 mg, 0.584 mmol) and DMF (974 μL). Lithium chloride (83 mg, 1.948 mmol) was added, the vial was flushed with argon, sealed and heated at 85° C. for 4 hrs. The mixture was cooled to the room tem...